This data is from the Open Reaction Database (ORD), a public repository of structured organic reaction records. The task is: describe an organic reaction: reactants, conditions, products, and yield The reactants are O (water), CNC=1C=C(C=CC1)C1=CC=NC=2N1N=CC2C(=O)C2=CC=CC=C2 ([7-[3-(methylamino)phenyl]pyrazolo[1,5-a]pyrimidin-3-yl]phenyl methanone), BrCC(=O)Br (bromoacetyl bromide), C(C)(C)N(CC)C(C)C (diisopropylethylamine). Run in O1CCCC1 (tetrahydrofuran). Run at time 18 hour. Product: C(C1=CC=CC=C1)(=O)C=1C=NN2C1N=CC=C2C=2C=C(C=CC2)N(C(CBr)=O)C (N-[3-(3-Benzoylpyrazolo[1,5-a]pyrimidin-7-yl)phenyl]-2-bromo-N-methylacetamide). As a reaction SMILES: [CH3:1][NH:2][C:3]1[CH:4]=[C:5]([C:9]2[N:14]3[N:15]=[CH:16][C:17]([C:18]([C:20]4[CH:25]=[CH:24][CH:23]=[CH:22][CH:21]=4)=[O:19])=[C:13]3[N:12]=[CH:11][CH:10]=2)[CH:6]=[CH:7][CH:8]=1.C(N(C(C)C)CC)(C)C.[Br:35][CH2:36][C:37](Br)=[O:38].O>O1CCCC1>[C:18]([C:17]1[CH:16]=[N:15][N:14]2[C:9]([C:5]3[CH:4]=[C:3]([N:2]([CH3:1])[C:37](=[O:38])[CH2:36][Br:35])[CH:8]=[CH:7][CH:6]=3)=[CH:10][CH:11]=[N:12][C:13]=12)(=[O:19])[C:20]1[CH:25]=[CH:24][CH:23]=[CH:22][CH:21]=1. Reported procedure: Three grams of [7-[3-(methylamino)phenyl]pyrazolo[1,5-a]pyrimidin-3-yl]phenyl methanone was dissolved in 150 ml of tetrahydrofuran. The solution was stirred as 2 ml of diisopropylethylamine, and then 2.3 g of bromoacetyl bromide were added. A precipitate formed immediately. The mixture was stirred at room temperature for 18 hours. A 150 ml portion of water was then added, the mixture heated until solution occurred, and then cooled at -10° C. A precipitate of the desired compound was obtained. It... Starting materials: C1(C2CN3CC(CC13)C2)=O (Hexahydro-2,6-methano-1H-pyrrolizin-1-one), Cl.C(C1=CC=CC=C1)ON (O-Benzyl hydroxylamine hydrochloride). Run in N1=CC=CC=C1.C(C)O (pyridine ethanol). Run at time 20 hour. The product is C1(=CC=CC=C1)CON=C1C2CN3CC(CC13)C2 (hexahydro-1-[(phenylmethoxy) imino]-2,6-methano-1H-pyrrolizine). As a reaction SMILES: [C:1]1(=O)[CH:8]2[N:4]3[CH2:5][CH:6]([CH2:9][CH:2]1[CH2:3]3)[CH2:7]2.Cl.[CH2:12]([O:19][NH2:20])[C:13]1[CH:18]=[CH:17][CH:16]=[CH:15][CH:14]=1>N1C=CC=CC=1.C(O)C>[C:13]1([CH2:12][O:19][N:20]=[C:1]2[CH:8]3[N:4]4[CH2:5][CH:6]([CH2:9][CH:2]2[CH2:3]4)[CH2:7]3)[CH:18]=[CH:17][CH:16]=[CH:15][CH:14]=1 |f:1.2,3.4|. Procedure details: Hexahydro-2,6-methano-1H-pyrrolizin-1-one (N. Speckamp, Tetrahedron, 27, 3143 (1971)), 1.45 g, 11.0 mmol, was dissolved in a 1:1 solution of pyridine/ethanol (20 mL). O-Benzyl hydroxylamine hydrochloride (1.85 g, 11.6 mmol) was added and the solution was stirred for 20 hours at room temperature. Removal of the solvents in vacuo afforded a solid which was purified by chromatography on silica gel eluting with 10% MeOH (NH3)/CHCl3 to give hexahydro-1-[(phenylmethoxy) imino]-2,6-methano-1H-pyrrolizi... The reactants are trihydrate, BrC1=C(C=O)C(=CC(=C1)F)N1C(C=2SC=3CC(CC3C2C=N1)(C)C)=O (2-Bromo-6-{4,4-dimethyl-9-oxo-7-thia-10,11-diazatricyclo[6.4.0.02,6]dodeca-1(8),2(6),11-trien-10-yl}-4-fluorobenzaldehyde), CN1C(C(=CC(=C1)B1OC(C(O1)(C)C)(C)C)NC1=NC=C(C=C1)N1[C@H](CN(CC1)C1COC1)C)=O ((S)-1-methyl-3-(5-(2-methyl-4-(oxetan-3-yl)piperazin-1-yl)pyridin-2-ylamino)-5-(4,4,5,5-tetramethyl-1,3,2-dioxaborolan-2-yl)pyridin-2(1H)-one), [O-]P(=O)([O-])[O-].[K+].[K+].[K+] (K3PO4). The reagents and catalysts are O (water), C1=CC=C(C=C1)P([C-]2C=CC=C2)C3=CC=CC=C3.C1=CC=C(C=C1)P([C-]2C=CC=C2)C3=CC=CC=C3.Cl[Pd]Cl.[Fe+2] (Pd(dppf)Cl2). The solvent is O1CCCC1 (tetrahydrofuran). Product: CC1(CC=2C=3C=NN(C(C3SC2C1)=O)C1=C(C=O)C(=CC(=C1)F)C1=CN(C(C(=C1)NC1=NC=C(C=C1)N1[C@H](CN(CC1)C1COC1)C)=O)C)C (2-{4,4-Dimethyl-9-oxo-7-thia-10,11-diazatricyclo[6.4.0.02,6]dodeca-1(8),2(6),11-trien-10-yl}-4-fluoro-6-[1-methyl-5-({5-[(2S)-2-methyl-4-(oxetan-3-yl)piperazin-1-yl]pyridin-2-yl}amino)-6-oxo-1,6-dihydropyridin-3-yl]benzaldehyde). Yield: 79.9%. As a reaction SMILES: Br[C:2]1[CH:9]=[C:8]([F:10])[CH:7]=[C:6]([N:11]2[N:22]=[CH:21][C:20]3[C:19]4[CH2:18][C:17]([CH3:24])([CH3:23])[CH2:16][C:15]=4[S:14][C:13]=3[C:12]2=[O:25])[C:3]=1[CH:4]=[O:5].[CH3:26][N:27]1[CH:32]=[C:31](B2OC(C)(C)C(C)(C)O2)[CH:30]=[C:29]([NH:42][C:43]2[CH:48]=[CH:47][C:46]([N:49]3[CH2:54][CH2:53][N:52]([CH:55]4[CH2:58][O:57][CH2:56]4)[CH2:51][C@@H:50]3[CH3:59])=[CH:45][N:44]=2)[C:28]1=[O:60].[O-]P([O-])([O-])=O.[K+].[K+].[K+]>O.C1C=CC(P(C2C=CC=CC=2)[C-]2C=CC=C2)=CC=1.C1C=CC(P(C2C=CC=CC=2)[C-]2C=CC=C2)=CC=1.Cl[Pd]Cl.[Fe+2].O1CCCC1>[CH3:24][C:17]1([CH3:23])[CH2:16][C:15]2[S:14][C:13]3[C:12](=[O:25])[N:11]([C:6]4[CH:7]=[C:8]([F:10])[CH:9]=[C:2]([C:31]5[CH:30]=[C:29]([NH:42][C:43]6[CH:48]=[CH:47][C:46]([N:49]7[CH2:54][CH2:53][N:52]([CH:55]8[CH2:56][O:57][CH2:58]8)[CH2:51][C@@H:50]7[CH3:59])=[CH:45][N:44]=6)[C:28](=[O:60])[N:27]([CH3:26])[CH:32]=5)[C:3]=4[CH:4]=[O:5])[N:22]=[CH:21][C:20]=3[C:19]=2[CH2:18]1 |f:2.3.4.5,7.8.9.10|. Reported procedure: A 50-mL round bottom flask equipped with a magnetic stirrer and a reflux condenser was charged with 131i (421 mg, 1.0 mmol), (S)-1-methyl-3-(5-(2-methyl-4-(oxetan-3-yl)piperazin-1-yl)pyridin-2-ylamino)-5-(4,4,5,5-tetramethyl-1,3,2-dioxaborolan-2-yl)pyridin-2(1H)-one 113f (580 mg, 1.2 mmol), Pd(dppf)Cl2 (59 mg, 0.080 mmol), K3PO4.trihydrate (360 mg, 1.6 mmol), water (6 drops), and tetrahydrofuran (20 mL). After three cycles of vacuum/argon flush, the mixture was heated at reflux for 6 h. It was t... Reactants: ClC(=O)OC (methyl chloroformate), NCC1=C(N)C=CC=C1OCC(CN(CC1=CC=CC=C1)C(C)(C)C)O (2-aminomethyl-3-[2-hydroxy-3-(N-benzyl-tert.-butylamino)-propoxy]-aniline). The solvent is C(C)(C)O (isopropanol), O (water). Product: C(C1=CC=CC=C1)N(CC(COC1=C2CNC(NC2=CC=C1)=O)O)C(C)(C)C (5-[3-(N-benzyl-tert.-butylamino)-2-hydroxy-propoxy]-3,4-dihydro-1H-quinazolin-2-one). RXN SMILES: Cl[C:2](OC)=[O:3].[NH2:6][CH2:7][C:8]1[C:14]([O:15][CH2:16][CH:17]([OH:31])[CH2:18][N:19]([C:27]([CH3:30])([CH3:29])[CH3:28])[CH2:20][C:21]2[CH:26]=[CH:25][CH:24]=[CH:23][CH:22]=2)=[CH:13][CH:12]=[CH:11][C:9]=1[NH2:10]>C(O)(C)C.O>[CH2:20]([N:19]([C:27]([CH3:28])([CH3:30])[CH3:29])[CH2:18][CH:17]([OH:31])[CH2:16][O:15][C:14]1[CH:13]=[CH:12][CH:11]=[C:9]2[C:8]=1[CH2:7][NH:6][C:2](=[O:3])[NH:10]2)[C:21]1[CH:22]=[CH:23][CH:24]=[CH:25][CH:26]=1. Procedure: 5.3 g of methyl chloroformate are added dropwise to a solution of 16.2 g of 2-aminomethyl-3-[2-hydroxy-3-(N-benzyl-tert.-butylamino)-propoxy]-aniline in a mixture of 150 ml of isopropanol and 150 ml of water, at 15°-20°, whilst stirring and cooling with ice. The reaction mixture is stirred at room temperature for a further 2 hours and then evaporated. The residue is dissolved in 100 ml of water, the solution is extracted with 50 ml of ether and the aqueous phase is rendered alkaline with concent... Starting materials: C(C)(C)OC=1C(C(C1C1=CC=C(C=C1)OC)=O)=O (3-isopropoxy-4-(4-methoxy-phenyl)-cyclobut-3-ene-1,2-dione), NC(C)C(C)(C)C (2-amino-3,3-dimethylbutane). Solvent: C(C)#N (acetonitrile). Yields the product COC1=CC=C(C=C1)C=1C(C(C1NC(C(C)(C)C)C)=O)=O (3-(4-Methoxy-phenyl)-4-(1,2,2-trimethyl-propylamino)-cyclobut-3-ene-1,2-dione). Yield: 79.9%. Reaction SMILES: C(O[C:5]1[C:6](=[O:18])[C:7](=[O:17])[C:8]=1[C:9]1[CH:14]=[CH:13][C:12]([O:15][CH3:16])=[CH:11][CH:10]=1)(C)C.[NH2:19][CH:20]([C:22]([CH3:25])([CH3:24])[CH3:23])[CH3:21]>C(#N)C>[CH3:16][O:15][C:12]1[CH:11]=[CH:10][C:9]([C:8]2[C:7](=[O:17])[C:6](=[O:18])[C:5]=2[NH:19][CH:20]([CH3:21])[C:22]([CH3:25])([CH3:24])[CH3:23])=[CH:14][CH:13]=1. Procedure details: In a manner similar to Example 1, Step 2; 3-isopropoxy-4-(4-methoxy-phenyl)-cyclobut-3-ene-1,2-dione (0.300 g, 1.22 mmol) and 2-amino-3,3-dimethylbutane (0.18 mL, 1.34 mmol) in acetonitrile (7 mL) were converted to the title compound (0.28 g, 80%) m.p.: 179-181° C.; 1H NMR (DMSO-d6) δ 8.56(br d,1H), 8.06(ABq,2H), 7.09(ABq,2H), 4.31(m,1H), 3.83(s,3H), 1.24(d,3H), 0.91(s,9H); IR (KBr) 3200, 2980, 1780, 1720, 1620, 1420, 1310, 1270, 1190, 1120, 1040, 840 cm−1; MS (m/z) 287 [M+]. Reactants: BrC1=NC=C(C=C1)Br (2,5-dibromopyridine), solution, [Li]CCCC (n-BuLi), FC(C(=O)[O-])F (2,2-difluoroacetate). The solvent is C1(=CC=CC=C1)C (toluene), [NH4+].[Cl-] (NH4Cl). Run at time 8 hour. Product: BrC=1C=CC(=NC1)C(C(F)F)=O (1-(5-Bromopyridin-2-yl)-2,2-difluoroethanone). As a reaction SMILES: Br[C:2]1[CH:7]=[CH:6][C:5]([Br:8])=[CH:4][N:3]=1.[Li]CCCC.[F:14][CH:15]([F:19])[C:16]([O-])=[O:17]>C1(C)C=CC=CC=1.[NH4+].[Cl-]>[Br:8][C:5]1[CH:6]=[CH:7][C:2]([C:16](=[O:17])[CH:15]([F:19])[F:14])=[N:3][CH:4]=1 |f:4.5|. Reported procedure: To a solution of 2,5-dibromopyridine (16 g, 67 mmol) in toluene (150 mL) was added 2.5 N solution of n-BuLi (27 mL, 67 mmol) dropwise at −78° C. The resulting solution was stirred at −78° C. for 1 hour before the addition of 2,2-difluoroacetate (10 g, 80 mmol). After stirred at ambient temperature overnight, the reaction solution was diluted with saturated aqueous NH4Cl solution (80 mL) at 0° C., and then extracted with ethyl acetate (2×100 mL). All the organic solution was dried over sodium sul...